This data is from the Open Reaction Database (ORD), a public repository of structured organic reaction records. The task is: describe an organic reaction: reactants, conditions, products, and yield Starting materials: C1CCOC1, CO, O=C(NC(=S)NC(Cc1ccccc1)(c1cc(F)cc(C(F)(F)F)c1)c1ccc(Cl)cn1)OCc1ccccc1, [Li+], [OH-]. Yields the product NC(=S)NC(Cc1ccccc1)(c1cc(F)cc(C(F)(F)F)c1)c1ccc(Cl)cn1. Reaction SMILES: [CH2:45]1[O:46][CH2:47][CH2:48][CH2:49]1.[CH3:43][OH:44].[Cl:1][c:2]1[cH:3][cH:4][c:5]([C:8]([CH2:9][c:10]2[cH:11][cH:12][cH:13][cH:14][cH:15]2)([c:16]2[cH:17][c:18]([F:26])[cH:19][c:20]([C:22]([F:23])([F:24])[F:25])[cH:21]2)[NH:27][C:28](=[S:29])[NH:30][C:31](=[O:32])[O:33][CH2:34][c:35]2[cH:36][cH:37][cH:38][cH:39][cH:40]2)[n:6][cH:7]1.[Li+:42].[OH-:41]>>[Cl:1][c:2]1[cH:3][cH:4][c:5]([C:8]([CH2:9][c:10]2[cH:11][cH:12][cH:13][cH:14][cH:15]2)([c:16]2[cH:17][c:18]([F:26])[cH:19][c:20]([C:22]([F:23])([F:24])[F:25])[cH:21]2)[NH:27][C:28](=[S:29])[NH2:30])[n:6][cH:7]1. Reactants: FC1=C(C=CC(=C1)F)C1=NC(=NC=N1)NC1=CC(=CC=C1)CS(=O)(=O)C (4-(2,4-difluorophenyl)-N-{3-[(methylsulfonyl)methyl]phenyl}-1,3,5-triazin-2-amine), intermediate 42.1, CC1=NC=CC(=C1)CO ((2-methyl-pyridin-4-yl)-methanol). The product is FC1=CC(=C(C=C1)C1=NC(=NC=N1)NC1=CC(=CC=C1)CS(=O)(=O)C)OCC1=CC(=NC=C1)C (4-{4-Fluoro-2-[(2-methylpyridin-4-yl)methoxy]phenyl}-N-{3-[(methylsulfonyl)methyl]-phenyl}-1,3,5-triazin-2-amine). RXN SMILES: F[C:2]1[CH:7]=[C:6]([F:8])[CH:5]=[CH:4][C:3]=1[C:9]1[N:14]=[CH:13][N:12]=[C:11]([NH:15][C:16]2[CH:21]=[CH:20][CH:19]=[C:18]([CH2:22][S:23]([CH3:26])(=[O:25])=[O:24])[CH:17]=2)[N:10]=1.[CH3:27][C:28]1[CH:33]=[C:32]([CH2:34][OH:35])[CH:31]=[CH:30][N:29]=1>>[F:8][C:6]1[CH:5]=[CH:4][C:3]([C:9]2[N:14]=[CH:13][N:12]=[C:11]([NH:15][C:16]3[CH:21]=[CH:20][CH:19]=[C:18]([CH2:22][S:23]([CH3:26])(=[O:25])=[O:24])[CH:17]=3)[N:10]=2)=[C:2]([O:35][CH2:34][C:32]2[CH:31]=[CH:30][N:29]=[C:28]([CH3:27])[CH:33]=2)[CH:7]=1. Reported procedure: Starting with 4-(2,4-difluorophenyl)-N-{3-[(methylsulfonyl)methyl]phenyl}-1,3,5-triazin-2-amine (70 mg; 0.184 mmol), intermediate 42.1, and (2-methyl-pyridin-4-yl)-methanol (91 mg; 0.736 mmol), example 87 was prepared analogously to the procedure for the preparation of example 42. Reactants: [H-].[Al+3].[Li+].[H-].[H-].[H-] (lithium aluminum hydride), O1CCCC1 (tetrahydrofuran), O1CCCC1 (tetrahydrofuran), ClC1=CC=C(C=C1)S(=O)(=O)C(CC(=O)OCC)C1=C(C=CC(=C1)F)F (ethyl 3-[(4-chlorophenyl)sulfonyl]-3-(2,5-difluorophenyl)propionate), [Cl-].[NH4+] (ammonium chloride). Run in C(C)(=O)OCC.CCCCCC (ethyl acetate hexane), CCOCC (ether). Conditions: time 3 hour. The product is ClC1=CC=C(C=C1)S(=O)(=O)C(CCO)C1=C(C=CC(=C1)F)F (3-[(4-Chlorophenyl)sulfonyl]-3-(2,5-difluorophenyl)-1-propanol). Yield: 33.8%. RXN SMILES: [H-].[Al+3].[Li+].[H-].[H-].[H-].O1CCCC1.[Cl:12][C:13]1[CH:18]=[CH:17][C:16]([S:19]([CH:22]([C:29]2[CH:34]=[C:33]([F:35])[CH:32]=[CH:31][C:30]=2[F:36])[CH2:23][C:24](OCC)=[O:25])(=[O:21])=[O:20])=[CH:15][CH:14]=1.[Cl-].[NH4+]>CCOCC.C(OCC)(=O)C.CCCCCC>[Cl:12][C:13]1[CH:14]=[CH:15][C:16]([S:19]([CH:22]([C:29]2[CH:34]=[C:33]([F:35])[CH:32]=[CH:31][C:30]=2[F:36])[CH2:23][CH2:24][OH:25])(=[O:21])=[O:20])=[CH:17][CH:18]=1 |f:0.1.2.3.4.5,8.9,11.12|. Reported procedure: Process 1: At 0° C., lithium aluminum hydride (a 1.0M tetrahydrofuran solution, 6.74 ml, 6.74 mmol) was added dropwise to a tetrahydrofuran solution (10 ml) of the ethyl 3-[(4-chlorophenyl)sulfonyl]-3-(2,5-difluorophenyl)propionate (1.31 g, 3.37 mmol) obtained in Example 25. The mixture was then was stirred at room temperature for 3 hours. After cooling the reaction mixture to 0° C., and addition of a saturated aqueous ammonium chloride solution, the mixture was stirred at room temperature for 1... The reactants are N([C@@H](C)C(=O)N[C@@H](CC1=CC=CC=C1)C(=O)NCC(=O)OCC)C(=O)OCC1=CC=CC=C1 (Z-Ala-Phe-Gly-OEt), [OH-].[Na+] (NaOH). The solvent is O1CCOCC1 (dioxane). The product is C(=O)(OCC1=CC=CC=C1)N[C@@H](C)C(=O)N[C@@H](CC1=CC=CC=C1)C(=O)NCC(=O)O (carbobenzoxy-alanyl-phenylalanyl-glycine). RXN SMILES: [NH:1]([C:24]([O:26][CH2:27][C:28]1[CH:33]=[CH:32][CH:31]=[CH:30][CH:29]=1)=[O:25])[C@H:2]([C:4]([NH:6][C@H:7]([C:15]([NH:17][CH2:18][C:19]([O:21]CC)=[O:20])=[O:16])[CH2:8][C:9]1[CH:14]=[CH:13][CH:12]=[CH:11][CH:10]=1)=[O:5])[CH3:3].[OH-].[Na+]>O1CCOCC1>[C:24]([NH:1][C@H:2]([C:4]([NH:6][C@H:7]([C:15]([NH:17][CH2:18][C:19]([OH:21])=[O:20])=[O:16])[CH2:8][C:9]1[CH:10]=[CH:11][CH:12]=[CH:13][CH:14]=1)=[O:5])[CH3:3])([O:26][CH2:27][C:28]1[CH:29]=[CH:30][CH:31]=[CH:32][CH:33]=1)=[O:25] |f:1.2|. Reported procedure: To 350 ml of dioxane, 30 g of Z-Ala-Phe-Gly-OEt was added, followed by addition of 70 ml of lN-NaOH. The reaction solution was dissolved at room temperature. After one hour's reaction, almost all the dioxane was removed by distillation, followed by neutralization with 70 ml of lN-HCl. The resulting mixture was well extracted with ethyl acetate. The extract was dried over MgSO4 and the solvent was removed by distillation to give carbobenzoxy-alanyl-phenylalanyl-glycine having a melting point of 1... Starting materials: C(CCC1=CC(O)=C(O)C=C1)(=O)O (dihydrocaffeic acid), C(C1=CC=CC=C1)(=O)Cl (benzoyl chloride). Run in N1=CC=CC=C1 (pyridine). Reaction conditions: time 2 hour. Product: C(C1=CC=CC=C1)(=O)OC=1C=C(C=CC1OC(C1=CC=CC=C1)=O)CCC(=O)O (3-(3,4-dibenzoyloxyphenyl)propionic acid). Isolated yield 105.8%. RXN SMILES: [C:1]([OH:13])(=[O:12])[CH2:2][CH2:3][C:4]1[CH:11]=[CH:10][C:8]([OH:9])=[C:6]([OH:7])[CH:5]=1.[C:14](Cl)(=[O:21])[C:15]1[CH:20]=[CH:19][CH:18]=[CH:17][CH:16]=1>N1C=CC=CC=1>[C:14]([O:7][C:6]1[CH:5]=[C:4]([CH2:3][CH2:2][C:1]([OH:13])=[O:12])[CH:11]=[CH:10][C:8]=1[O:9][C:14](=[O:21])[C:15]1[CH:20]=[CH:19][CH:18]=[CH:17][CH:16]=1)(=[O:21])[C:15]1[CH:20]=[CH:19][CH:18]=[CH:17][CH:16]=1. Procedure details: 3 g of dihydrocaffeic acid was dissolved in 20 ml of pyridine, and 5 g of benzoyl chloride was then gradually added thereto under cooling. After stirring at room temperature for 2 hours, the solvent was distilled off, and the resultant residue was then poured into 50 ml of ice water. This solution was neutralized with 6N hydrochloric acid and then extracted with 50 ml of chloroform twice. After washed with a saturated saline solution, the extracted material was dried over Glauber's salt, and the... Starting materials: 4e, 5a, C(C1=CC=CC=C1)(=O)N1C[C@H](NCC1)C (1-benzoyl-3-(R)— methyl piperazine), ClC=1C=CN=C2C(=CNC12)C(C(=O)[O-])=O.[K+] (Potassium (7-chloro-4-azaindol-3-yl)-oxoacetate), C21H20ClN4O3. Product: 5d, C(C1=CC=CC=C1)(=O)N1C[C@H](N(CC1)C(C(=O)C1=CNC2=C(C=CN=C12)Cl)=O)C (1-benzoyl-3-(R)-methyl-4-[(7-chloro-4-azaindol-3-yl)-oxoacetyl]piperazine). Reaction SMILES: [Cl:1][C:2]1[CH:3]=[CH:4][N:5]=[C:6]2[C:10]=1[NH:9][CH:8]=[C:7]2[C:11](=[O:15])[C:12]([O-:14])=O.[K+].[C:17]([N:25]1[CH2:30][CH2:29][NH:28][C@H:27]([CH3:31])[CH2:26]1)(=[O:24])[C:18]1[CH:23]=[CH:22][CH:21]=[CH:20][CH:19]=1>>[C:17]([N:25]1[CH2:30][CH2:29][N:28]([C:12](=[O:14])[C:11]([C:7]2[C:6]3[C:10](=[C:2]([Cl:1])[CH:3]=[CH:4][N:5]=3)[NH:9][CH:8]=2)=[O:15])[C@H:27]([CH3:31])[CH2:26]1)(=[O:24])[C:18]1[CH:19]=[CH:20][CH:21]=[CH:22][CH:23]=1 |f:0.1|. Procedure details: Precursor 5d, 1-benzoyl-3-(R)-methyl-4-[(7-chloro-4-azaindol-3-yl)-oxoacetyl]piperazine was prepared by the same method as Precursor 5a, starting from Potassium (7-chloro-4-azaindol-3-yl)-oxoacetate, Precursor 4e, and 1-benzoyl-3-(R)— methyl piperazine. MS m/z: (M+H)+ calcd for C21H20ClN4O3 411.12, found 411.04. HPLC retention time: 1.10 minutes (column A). The reactants are [H][H] (hydrogen), C1=CC(=CC=C1[N+](=O)[O-])O (p-nitrophenol), CC(=O)C (acetone), [H][H] (hydrogen). Reagents/catalysts: [Pt]=O (platinum oxide). The product is C(C)(C)NC1=CC=C(C=C1)O (N-isopropyl-p-hydroxyaniline). The yield is 40.4%. RXN SMILES: [CH:1]1[C:6]([N+:7]([O-])=O)=[CH:5][CH:4]=[C:3]([OH:10])[CH:2]=1.[CH3:11][C:12]([CH3:14])=O.[H][H]>[Pt]=O>[CH:12]([NH:7][C:6]1[CH:5]=[CH:4][C:3]([OH:10])=[CH:2][CH:1]=1)([CH3:14])[CH3:11]. Reported procedure: Twenty-five g (0.18 moles) of p-nitrophenol and 58 g (1 mole) of acetone were mixed together and catalytically reduced using hydrogen and platinum oxide until hydrogen was no longer taken up. The work-up followed the procedure of Majors (J. Amer. Chem. Soc. 31:1901-1908 (1931), giving 11 g (41%) of N-isopropyl-p-hydroxyaniline, m.p. 143° C.